From a dataset of the Open Reaction Database (ORD), a public repository of structured organic reaction records. describe an organic reaction: reactants, conditions, products, and yield Starting materials: BrC1=C(C=CC=C1)N1C(N(C2=NC(=NC=C2C1)S(=O)(=O)C)C1=CC(=CC=C1)COS(=O)(=O)C)=O (3-(2-bromophenyl)-3,4-dihydro-7-(methanesulfonyl)-1-[3-(methanesulfonyloxymethyl)phenyl]pyrimido[4,5-d]pyrimidin-2(1H)-one), C1(C=2C(C(N1)=O)=CC=CC2)=O.[K] (potassium phthalimide). Run in CN(C=O)C (dimethylformamide). Run at temperature 90 celsius. Product: BrC1=C(C=CC=C1)N1C(N(C2=NC(=NC=C2C1)S(=O)(=O)C)C1=CC(=CC=C1)CN1C(C=2C(C1=O)=CC=CC2)=O)=O (3-(2-bromophenyl)-3,4-dihydro-7-(methanesulfonyl)-1-[3-(phthalimidomethyl)phenyl]pyrimido[4,5-d]pyrimidin-2(1H)-one). Yield: 99.2%. As a reaction SMILES: [Br:1][C:2]1[CH:7]=[CH:6][CH:5]=[CH:4][C:3]=1[N:8]1[CH2:17][C:16]2[C:11](=[N:12][C:13]([S:18]([CH3:21])(=[O:20])=[O:19])=[N:14][CH:15]=2)[N:10]([C:22]2[CH:27]=[CH:26][CH:25]=[C:24]([CH2:28]OS(C)(=O)=O)[CH:23]=2)[C:9]1=[O:34].[C:35]1(=[O:45])[NH:39][C:38](=[O:40])[C:37]2=[CH:41][CH:42]=[CH:43][CH:44]=[C:36]12.[K]>CN(C)C=O>[Br:1][C:2]1[CH:7]=[CH:6][CH:5]=[CH:4][C:3]=1[N:8]1[CH2:17][C:16]2[C:11](=[N:12][C:13]([S:18]([CH3:21])(=[O:20])=[O:19])=[N:14][CH:15]=2)[N:10]([C:22]2[CH:27]=[CH:26][CH:25]=[C:24]([CH2:28][N:39]3[C:35](=[O:45])[C:36]4=[CH:44][CH:43]=[CH:42][CH:41]=[C:37]4[C:38]3=[O:40])[CH:23]=2)[C:9]1=[O:34] |f:1.2,^1:45|. Procedure details: A solution of 250 mg (0.44 mmol) of 3-(2-bromophenyl)-3,4-dihydro-7-(methanesulfonyl)-1-[3-(methanesulfonyloxymethyl)phenyl]pyrimido[4,5-d]pyrimidin-2(1H)-one in 10 ml of dimethylformamide was treated with 111 mg (0.6 mmol) of potassium phthalimide and the mixture heated at 90° C. for 1 hour then cooled and evaporated. The residue was partitioned between 30 ml of dichloromethane and 30 ml of water. The organic phase was collected, dried over magnesium sulfate, filtered and evaporated to afford 2... Starting materials: C(C)(=O)NC=1SC=C(N1)CCC1=CC(=C(CNC(=O)NNC(=O)OC(C)(C)C)C=C1)F (tert-butyl 2-[(4-{2-[2-(acetylamino)-1,3-thiazol-4-yl]ethyl}-2-fluorobenzyl)carbamoyl]hydrazinecarboxylate), O1CCOCC1.Cl (hydrogen chloride dioxane). The solvent is ClCCl (dichloromethane). Conditions: time 2 hour. Yields the product Cl.C(C)(=O)NC=1SC=C(N1)CCC1=CC(=C(CNC(=O)NN)C=C1)F (N-(4-{2-[2-(acetylamino)-1,3-thiazol-4-yl]ethyl}-2-fluorobenzyl)hydrazinecarboxamide hydrochloride). As a reaction SMILES: [C:1]([NH:4][C:5]1[S:6][CH:7]=[C:8]([CH2:10][CH2:11][C:12]2[CH:30]=[CH:29][C:15]([CH2:16][NH:17][C:18]([NH:20][NH:21]C(OC(C)(C)C)=O)=[O:19])=[C:14]([F:31])[CH:13]=2)[N:9]=1)(=[O:3])[CH3:2].O1CCOCC1.[ClH:38]>ClCCl>[ClH:38].[C:1]([NH:4][C:5]1[S:6][CH:7]=[C:8]([CH2:10][CH2:11][C:12]2[CH:30]=[CH:29][C:15]([CH2:16][NH:17][C:18]([NH:20][NH2:21])=[O:19])=[C:14]([F:31])[CH:13]=2)[N:9]=1)(=[O:3])[CH3:2] |f:1.2,4.5|. Procedure details: To a suspension of tert-butyl 2-[(4-{2-[2-(acetylamino)-1,3-thiazol-4-yl]ethyl}-2-fluorobenzyl)carbamoyl]hydrazinecarboxylate (141.6 mg, 0.314 mmol) in anhydrous dichloromethane (2 ml) was added 4M hydrogen chloride dioxane solution (2 ml). The mixture was stirred at room temperature for 2 hr, and concentrated under reduced pressure. Ethyl acetate (10 ml) was added to the residue, and the mixture was concentrated again under reduced pressure. This operation was repeated 3 times to remove hydroge... Starting materials: C1CCNCC1, Cc1ccccc1, O=Cc1ccc(OCc2ccc3ccccc3n2)cc1, CC(=O)Cc1ccncc1. Product: CC(=O)C(=Cc1ccc(OCc2ccc3ccccc3n2)cc1)c1ccncc1. RXN SMILES: [CH2:31]1[CH2:32][CH2:33][NH:34][CH2:35][CH2:36]1.[CH3:37][c:38]1[cH:39][cH:40][cH:41][cH:42][cH:43]1.[n:1]1[c:2]([CH2:11][O:12][c:13]2[cH:14][cH:15][c:16]([CH:17]=[O:18])[cH:19][cH:20]2)[cH:3][cH:4][c:5]2[cH:6][cH:7][cH:8][cH:9][c:10]12.[n:21]1[cH:22][cH:23][c:24]([CH2:27][C:28]([CH3:29])=[O:30])[cH:25][cH:26]1>>[n:1]1[c:2]([CH2:11][O:12][c:13]2[cH:14][cH:15][c:16]([CH:17]=[C:27]([c:24]3[cH:23][cH:22][n:21][cH:26][cH:25]3)[C:28]([CH3:29])=[O:30])[cH:19][cH:20]2)[cH:3][cH:4][c:5]2[cH:6][cH:7][cH:8][cH:9][c:10]12. The reactants are O=C([O-])[O-], Clc1cc(Cl)c2c(Cl)ccnc2c1, Oc1ccc(F)cc1, [K+], [K+], [K+], [Na+], [Na+], [Na+], O=C([O-])[O-], [OH-], [OH-]. The product is Fc1ccc(Oc2ccnc3cc(Cl)cc(Cl)c23)cc1. RXN SMILES: [C:28](=[O:29])([O-:30])[O-:31].[Cl:1][c:2]1[cH:3][cH:4][n:5][c:6]2[cH:7][c:8]([Cl:13])[cH:9][c:10]([Cl:12])[c:11]12.[F:14][c:15]1[cH:16][cH:17][c:18]([OH:21])[cH:19][cH:20]1.[K+:32].[K+:33].[K+:37].[Na+:22].[Na+:23].[Na+:35].[O-:24][C:25](=[O:26])[O-:27].[OH-:34].[OH-:36]>>[c:2]1([O:21][c:18]2[cH:17][cH:16][c:15]([F:14])[cH:20][cH:19]2)[cH:3][cH:4][n:5][c:6]2[cH:7][c:8]([Cl:13])[cH:9][c:10]([Cl:12])[c:11]12. Starting materials: C(=O)(OC(C)(C)C)N1CCNCC1 (1-boc-piperazine), Cl.CN(CCCN=C=NCC)C (N-(3-dimethylaminopropyl)-N′-ethylcarbodiimide hydrochloride), OC1=CC=C(C=C1)C=1C=C(C2=C(N1)N(N=C2C=C)C2OCCCC2)C(=O)O (6-(4-hydroxy-phenyl)-1-(tetrahydro-pyran-2-yl)-3-vinyl-1H-pyrazolo[3,4-b]pyridine-4-carboxylic acid), C(=O)(OC(C)(C)C)N1CCNCC1 (1-boc-piperazine), ON1N=NC2=C1C=CC=C2 (1-hydroxybenzotriazole), Cl.CN(CCCN=C=NCC)C (N-(3-dimethylaminopropyl)-N′-ethylcarbodiimide hydrochloride). The solvent is CN(C(C)=O)C (N,N-dimethylacetamide), O1CCCC1 (tetrahydrofuran). Conditions: time 2 hour. The product is C(C)(C)(C)OC(=O)N1CCN(CC1)C(=O)C=1C2=C(N=C(C1)C1=CC=C(C=C1)O)N(N=C2C=C)C2OCCCC2 (4-[6-(4-hydroxy-phenyl)-1-(tetrahydro-pyran-2-yl)-3-vinyl-1H-pyrazolo[3,4-b]pyridine-4-carbonyl]-piperazine-1-carboxylic acid tert-butyl ester). Isolated yield 89.7%. RXN SMILES: [OH:1][C:2]1[CH:7]=[CH:6][C:5]([C:8]2[CH:9]=[C:10]([C:25]([OH:27])=O)[C:11]3[C:16]([CH:17]=[CH2:18])=[N:15][N:14]([CH:19]4[CH2:24][CH2:23][CH2:22][CH2:21][O:20]4)[C:12]=3[N:13]=2)=[CH:4][CH:3]=1.[C:28]([N:35]1[CH2:40][CH2:39][NH:38][CH2:37][CH2:36]1)([O:30][C:31]([CH3:34])([CH3:33])[CH3:32])=[O:29].ON1C2C=CC=CC=2N=N1.Cl.CN(C)CCCN=C=NCC>O1CCCC1.CN(C)C(=O)C>[C:31]([O:30][C:28]([N:35]1[CH2:40][CH2:39][N:38]([C:25]([C:10]2[C:11]3[C:16]([CH:17]=[CH2:18])=[N:15][N:14]([CH:19]4[CH2:24][CH2:23][CH2:22][CH2:21][O:20]4)[C:12]=3[N:13]=[C:8]([C:5]3[CH:4]=[CH:3][C:2]([OH:1])=[CH:7][CH:6]=3)[CH:9]=2)=[O:27])[CH2:37][CH2:36]1)=[O:29])([CH3:34])([CH3:32])[CH3:33] |f:3.4|. Procedure: To a solution of 6-(4-hydroxy-phenyl)-1-(tetrahydro-pyran-2-yl)-3-vinyl-1H-pyrazolo[3,4-b]pyridine-4-carboxylic acid (3.12 g, 6.62 mmol) in tetrahydrofuran (44 mL) were added 1-boc-piperazine (1.35 g, 7.28 mmol), 1-hydroxybenzotriazole (0.09 g, 0.66 mmol), and N-(3-dimethylaminopropyl)-N′-ethylcarbodiimide hydrochloride (1.27 g, 6.62 mmol). After 2 hours, N,N-dimethylacetamide (3 ml), 1-boc-piperazine (0.24 g, 1.32 mmol) and N-(3-dimethylaminopropyl)-N′-ethylcarbodiimide hydrochloride (0.25 g, 1... Reactants: CC(C)CC1CC(O)CCN1C(=O)OC(C)(C)C, ClCCl. The product is CC(C)CC1CC(=O)CCN1C(=O)OC(C)(C)C. RXN SMILES: [C:1]([CH3:2])([CH3:3])([CH3:4])[O:5][C:6](=[O:7])[N:8]1[CH:9]([CH2:15][CH:16]([CH3:17])[CH3:18])[CH2:10][CH:11]([OH:14])[CH2:12][CH2:13]1.[Cl:19][CH2:20][Cl:21]>>[C:1]([CH3:2])([CH3:3])([CH3:4])[O:5][C:6](=[O:7])[N:8]1[CH:9]([CH2:15][CH:16]([CH3:17])[CH3:18])[CH2:10][C:11](=[O:14])[CH2:12][CH2:13]1.